Dataset: the Open Reaction Database (ORD), a public repository of structured organic reaction records. Task: describe an organic reaction: reactants, conditions, products, and yield Reactants: NN (hydrazine), ClC=1C=CC2=C(C(=[N+](CC(=N2)NCN=O)[O-])C2=CC=CC=C2)C1 (7-chloro-2-(N-nitrosomethylamino)-5-phenyl-3H-1,4-benzodiazepine 4-oxide), O1CCCC1 (tetrahydrofuran). The solvent is CO (methanol). Reaction conditions: time 1 hour. The product is ClC=1C=CC2=C(C(=[N+](CC(=N2)NN)[O-])C2=CC=CC=C2)C1 (7-chloro-2-hydrazino-5-phenyl-3H-1,4-benzodiazepine 4-oxide). RXN SMILES: [NH2:1]N.[Cl:3][C:4]1[CH:5]=[CH:6][C:7]2[N:13]=[C:12]([NH:14]CN=O)[CH2:11][N+:10]([O-:18])=[C:9]([C:19]3[CH:24]=[CH:23][CH:22]=[CH:21][CH:20]=3)[C:8]=2[CH:25]=1.O1CCCC1>CO>[Cl:3][C:4]1[CH:5]=[CH:6][C:7]2[N:13]=[C:12]([NH:14][NH2:1])[CH2:11][N+:10]([O-:18])=[C:9]([C:19]3[CH:24]=[CH:23][CH:22]=[CH:21][CH:20]=3)[C:8]=2[CH:25]=1. Procedure details: 10 ml. of anhydrous hydrazine was added to a solution of 10 g. of 7-chloro-2-(N-nitrosomethylamino)-5-phenyl-3H-1,4-benzodiazepine 4-oxide in 100 ml. of tetrahydrofuran and 50 ml. of methanol. After sitting at room temperature for 1 hour, the reaction mixture was evaporated under reduced pressure. The crystalline residue was partitioned between methylene chloride and water. The methylene chloride solution was dried and evaporated. Crystallization from methylene chloride/ether yielded 7-chloro-2-... The reactants are C(C)(C)(C)OC(=O)N1CC(N(C2=C(C1)C=CC=C2)CC(=O)OCC)=O (1-ethoxycarbonylmethyl-2-oxo-1,2,3,5-tetrahydro-benzo[e][1,4]diazepine-4-carboxylic acid tert-butyl ester), FC(C(=O)O)(F)F (trifluoroacetic acid), FC(C(=O)O)(F)F (trifluoroacetic acid). The solvent is C(Cl)Cl (DCM), C(Cl)Cl (DCM). Conditions: time 1 hour. The product is FC(C(=O)O)(F)F (trifluoroacetic acid), C(C)OC(CN1C(CNCC2=C1C=CC=C2)=O)=O ((2-oxo-2,3,4,5-tetrahydro-benzo[e][1,4]diazepin-1-yl)-acetic acid ethyl ester). Yield: 92.0%. RXN SMILES: C(OC([N:8]1[CH2:14][C:13]2[CH:15]=[CH:16][CH:17]=[CH:18][C:12]=2[N:11]([CH2:19][C:20]([O:22][CH2:23][CH3:24])=[O:21])[C:10](=[O:25])[CH2:9]1)=O)(C)(C)C.[F:26][C:27]([F:32])([F:31])[C:28]([OH:30])=[O:29]>C(Cl)Cl>[F:26][C:27]([F:32])([F:31])[C:28]([OH:30])=[O:29].[CH2:23]([O:22][C:20](=[O:21])[CH2:19][N:11]1[C:12]2[CH:18]=[CH:17][CH:16]=[CH:15][C:13]=2[CH2:14][NH:8][CH2:9][C:10]1=[O:25])[CH3:24]. Procedure: To a solution of 1-ethoxycarbonylmethyl-2-oxo-1,2,3,5-tetrahydro-benzo[e][1,4]diazepine-4-carboxylic acid tert-butyl ester (125 mg, 0.36 mmol) in dry DCM (5 mL) was added trifluoroacetic acid (1.08 mL, 3 mL/mmol). The reaction mixture was stirred at r.t. for one hour. After completion of the reaction, as confirmed by TLC, excess of trifluoroacetic acid and DCM were evaporated in vacuo to afford trifluoroacetic acid salt of (2-oxo-2,3,4,5-tetrahydro-benzo[e][1,4]diazepin-1-yl)-acetic acid ethyl e... Reactants: CP(OC)(=O)Cl (methyl methylphosphonochloridate), C(C)(=O)OC(COC(CCCCCCCCCCC)=O)C1=CC(OC1O)=O (4-(1-acetoxy-2-dodecanoyloxyethyl)-5-hydroxy-2(5H) -furanone), 4-[1-acetoxy-2-OP(O)(OCH3)(CH3) ethyl]-5-hydroxy-2(5H)-furanone. Yields the product C(CCCCCCCCCCC)(=O)OC(COC(CCCCCCCCCCC)=O)C1=CC(OC1O)=O (4-(1.2-Didodecanoyloxyethyl)-5-hydroxy-2(5H)-furanone). Reaction SMILES: CP(Cl)(=O)OC.[C:7]([O:10][CH:11]([C:27]1[CH:31]([OH:32])[O:30][C:29](=[O:33])[CH:28]=1)[CH2:12][O:13][C:14](=[O:26])[CH2:15][CH2:16][CH2:17][CH2:18][CH2:19][CH2:20][CH2:21][CH2:22][CH2:23][CH2:24][CH3:25])(=[O:9])[CH3:8]>>[C:7]([O:10][CH:11]([C:27]1[CH:31]([OH:32])[O:30][C:29](=[O:33])[CH:28]=1)[CH2:12][O:13][C:14](=[O:26])[CH2:15][CH2:16][CH2:17][CH2:18][CH2:19][CH2:20][CH2:21][CH2:22][CH2:23][CH2:24][CH3:25])(=[O:9])[CH2:8][CH2:14][CH2:15][CH2:16][CH2:17][CH2:18][CH2:19][CH2:20][CH2:21][CH2:22][CH3:23]. Procedure details: Using methyl methylphosphonochloridate in place of dodecanoyl chloride in the above-described procedure for making 4-(1-acetoxy-2-dodecanoyloxyethyl)-5-hydroxy-2(5H) -furanone, the product obtained is 4-[1-acetoxy-2-OP(O)(OCH3)(CH3) ethyl]-5-hydroxy-2(5H)-furanone. Isolated yield 89.9%. Reactants: COC=1C=C2C(=NC=NC2=CC1OC)OC1=CC=C(N)C=C1 (4-[(6,7-Dimethoxy-4-quinazolinyl)oxy]aniline), ClC(Cl)(OC(OC(Cl)(Cl)Cl)=O)Cl (triphosgene), C([O-])(O)=O.[Na+] (sodium bicarbonate), C1(CCCC1)CO (cyclopentylmethanol). Procedure details: 4-[(6,7-Dimethoxy-4-quinazolinyl)oxy]aniline (50 mg) was added to toluene (5 ml), and triethylamine (0.5 ml), and the mixture was heated under reflux to prepare a solution. A solution of triphosgene (77 mg) in methylene chloride was then added thereto, and the mixture was heated under reflux for 10 min. Next, cyclopentylmethanol (26 mg) was added thereto, and the mixture was further stirred with heating under reflux for 3 hr. A saturated aqueous sodium bicarbonate solution was added to stop the ... The solvent is C(C)N(CC)CC (triethylamine), C1(=CC=CC=C1)C (toluene), C(Cl)Cl (methylene chloride). RXN SMILES: [CH3:1][O:2][C:3]1[CH:4]=[C:5]2[C:10](=[CH:11][C:12]=1[O:13][CH3:14])[N:9]=[CH:8][N:7]=[C:6]2[O:15][C:16]1[CH:22]=[CH:21][C:19]([NH2:20])=[CH:18][CH:17]=1.Cl[C:24](Cl)([O:26][C:27](=[O:33])OC(Cl)(Cl)Cl)Cl.[CH:35]1(CO)[CH2:39][CH2:38][CH2:37][CH2:36]1.C(=O)(O)[O-].[Na+]>C(Cl)Cl.C(N(CC)CC)C.C1(C)C=CC=CC=1>[CH3:1][O:2][C:3]1[CH:4]=[C:5]2[C:10](=[CH:11][C:12]=1[O:13][CH3:14])[N:9]=[CH:8][N:7]=[C:6]2[O:15][C:16]1[CH:22]=[CH:21][C:19]([NH:20][C:27](=[O:33])[O:26][CH2:24][CH:35]2[CH2:39][CH2:38][CH2:37][CH2:36]2)=[CH:18][CH:17]=1 |f:3.4|. Product: COC=1C=C2C(=NC=NC2=CC1OC)OC1=CC=C(C=C1)NC(OCC1CCCC1)=O (Cyclopentylmethyl N-{4-[(6,7-dimethoxy-4-quinazolinyl)oxy]phenyl}carbamate). The reactants are C(C)(=O)SC(=C(C(=O)OCC1=CC=C(C=C1)[N+](=O)[O-])N1C(CC1Cl)=O)SC(C)=O (p-nitrobenzyl 2-[bis(acetylthio)methylidene]-2-(4chloro-2-azetidinon-1-yl)acetate), CO (methanol), CN (methylamine). The solvent is C(Cl)Cl (methylene chloride), C(C)N(CC)CC (triethylamine). Reaction conditions: time 15 minute. Yields the product S=C1S[C@H]2N(C1C(=O)OCC1=CC=C(C=C1)[N+](=O)[O-])C(C2)=O (p-Nitrobenzyl 2-thioxopenam-3-carboxylate). RXN SMILES: C([S:4][C:5]([S:26]C(=O)C)=[C:6]([N:20]1[CH:23](Cl)[CH2:22][C:21]1=[O:25])[C:7]([O:9][CH2:10][C:11]1[CH:16]=[CH:15][C:14]([N+:17]([O-:19])=[O:18])=[CH:13][CH:12]=1)=[O:8])(=O)C.CO.CN>C(Cl)Cl.C(N(CC)CC)C>[S:4]=[C:5]1[CH:6]([C:7]([O:9][CH2:10][C:11]2[CH:16]=[CH:15][C:14]([N+:17]([O-:19])=[O:18])=[CH:13][CH:12]=2)=[O:8])[N:20]2[C:21](=[O:25])[CH2:22][C@H:23]2[S:26]1. Procedure details: Following the procedure of Example 1(b), a carbon tetrachloride solution containing an equimolar amount of chlorine was added to a solution of p-nitrobenzyl 2-[bis(acetylthio)methylidene]-2-(4-methylthio-2-azetidinon-1-yl)acetate (144 mg, 0.306 mmole) in methylene chloride (2 ml) to give p-nitrobenzyl 2-[bis(acetylthio)methylidene]-2-(4chloro-2-azetidinon-1-yl)acetate. This crude 4-chloroazetidinone derivative was dissolved in methylene chloride (3 ml) and triethylamine (43 μl), and then 135 μl ...